From a dataset of the Open Reaction Database (ORD), a public repository of structured organic reaction records. describe an organic reaction: reactants, conditions, products, and yield The reactants are Cc1cc2c(o1)CN(C)CCC2O, Fc1cccc(Cl)c1Cl. The product is Cc1cc2c(o1)CN(C)CCC2Oc1cccc(Cl)c1Cl. Reaction SMILES: [CH3:1][c:2]1[cH:3][c:4]2[c:5]([o:13]1)[CH2:6][N:7]([CH3:12])[CH2:8][CH2:9][CH:10]2[OH:11].[Cl:14][c:15]1[c:16]([F:22])[cH:17][cH:18][cH:19][c:20]1[Cl:21]>>[CH3:1][c:2]1[cH:3][c:4]2[c:5]([o:13]1)[CH2:6][N:7]([CH3:12])[CH2:8][CH2:9][CH:10]2[O:11][c:16]1[c:15]([Cl:14])[c:20]([Cl:21])[cH:19][cH:18][cH:17]1. The reactants are OP(=O)(O)[O-].[K+] (KH2PO4), OC12CC3C(C(CC(C1)C3)C2)=O (5-hydroxy-2-adamantanone), CC(CC(=O)Cl)(C)C (3,3-dimethylbutanoyl chloride). Reagents/catalysts: CN(C)C=1C=CN=CC1 (DMAP). The solvent is C(Cl)Cl (CH2Cl2). The product is O=C1C2CC3(CC(CC1C3)C2)OC(CC(C)(C)C)=O (3,3-Dimethyl-butyric acid 4-oxo-adamantan-1-yl ester). RXN SMILES: [OH:1][C:2]12[CH2:11][CH:6]3[CH2:7][CH:8]([CH2:10][CH:4]([C:5]3=[O:12])[CH2:3]1)[CH2:9]2.[CH3:13][C:14]([CH3:20])([CH3:19])[CH2:15][C:16](Cl)=[O:17].OP([O-])(O)=O.[K+]>CN(C1C=CN=CC=1)C.C(Cl)Cl>[O:12]=[C:5]1[CH:6]2[CH2:11][C:2]3([O:1][C:16](=[O:17])[CH2:15][C:14]([CH3:20])([CH3:19])[CH3:13])[CH2:9][CH:8]([CH2:10][CH:4]1[CH2:3]3)[CH2:7]2 |f:2.3|. Reported procedure: A solution of 1.03 g of 5-hydroxy-2-adamantanone, 1.83 g of DMAP and 1.9 ml of 3,3-dimethylbutanoyl chloride in 10 ml of CH2Cl2 is stirred at 40° C. for 48 hours, 6 ml of aqueous 1M KH2PO4 solution are added and the mixture obtained is stirred. The layers obtained are separated, from the organic layer obtained solvent is evaporated and the evaporation residue obtained is subjected to chromatography. 3,3-Dimethyl-butyric acid 4-oxo-adamantan-1-yl ester in the form of an oil is obtained. 13C-NMR: ... As a reaction SMILES: [NH:1]1[CH2:6][CH2:5][CH:4]([C:7]2[CH:29]=[CH:28][C:10]([C:11]([NH:13][C:14]3[CH:19]=[CH:18][CH:17]=[CH:16][C:15]=3[NH:20][C:21](=[O:27])[O:22][C:23]([CH3:26])([CH3:25])[CH3:24])=[O:12])=[CH:9][CH:8]=2)[CH2:3][CH2:2]1.[CH3:30][N:31]1[CH:35]=[C:34]([CH:36]=O)[C:33]([CH3:38])=[N:32]1.C(O)(=O)C.[H][H].[OH-].[Na+]>[Pd].O.O1CCCC1>[CH3:30][N:31]1[CH:35]=[C:34]([CH2:36][N:1]2[CH2:6][CH2:5][CH:4]([C:7]3[CH:29]=[CH:28][C:10]([C:11]([NH:13][C:14]4[CH:19]=[CH:18][CH:17]=[CH:16][C:15]=4[NH:20][C:21](=[O:27])[O:22][C:23]([CH3:25])([CH3:26])[CH3:24])=[O:12])=[CH:9][CH:8]=3)[CH2:3][CH2:2]2)[C:33]([CH3:38])=[N:32]1 |f:4.5|. Procedure: tert-Butyl 2-[(4-piperidin-4-ylbenzoyl)amino]phenylcarbamate (prepared as described in Method 4 above; 108.1 g, 273.3 mmol), 1,3-dimethyl-1H-pyrazole-4-carbaldehyde (35.6 g, 287 mmol) and palladium on charcoal (3.09 g, 1.37 mmol) were charged to a suitable pressure vessel. Tetrahydrofuran (920 ml), water (54 ml) and acetic acid (32.8 g, 546.7 mmol) were charged and the stiffed mixture heated to 60° C. under 3 bar of hydrogen until the reaction deemed complete. The mixture was then cooled to 40° ... Starting materials: [H][H] (hydrogen), C(C)(=O)O (acetic acid), N1CCC(CC1)C1=CC=C(C(=O)NC2=C(C=CC=C2)NC(OC(C)(C)C)=O)C=C1 (tert-Butyl 2-[(4-piperidin-4-ylbenzoyl)amino]phenylcarbamate), CN1N=C(C(=C1)C=O)C (1,3-dimethyl-1H-pyrazole-4-carbaldehyde), [OH-].[Na+] (sodium hydroxide). Solvent: O (water), O1CCCC1 (Tetrahydrofuran). Yields the product CN1N=C(C(=C1)CN1CCC(CC1)C1=CC=C(C(=O)NC2=C(C=CC=C2)NC(OC(C)(C)C)=O)C=C1)C (tert-Butyl (2-{[4-(1-{1,3-dimethyl-1H-pyrazol-4-ylmethyl}piperidin-4-yl)benzoyl]amino}phenyl)carbamate). The reagents and catalysts are [Pd] (palladium on charcoal). Yield: 83.5%. Run at temperature 40 celsius. The product is C1OC2=CC=C3C(CCOC3=C2O1)=O (7,8-Methylenedioxy-4-chromanone). Run in C1CCOC1 (THF). RXN SMILES: [CH2:1]1[O:9][C:8]2[C:3](=[C:4]([OH:10])[CH:5]=[CH:6][CH:7]=2)[O:2]1.CN1CCOCC1.[C:18](OCC1C=CC=CC=1)(=[O:21])[C:19]#[CH:20]>C1COCC1>[CH2:1]1[O:2][C:3]2[C:8](=[CH:7][CH:6]=[C:5]3[C:4]=2[O:10][CH2:20][CH2:19][C:18]3=[O:21])[O:9]1. Procedure details: To a solution of 2,3-methylenedioxyphenol (27 g) and N-methyl morpholine (19.6 g) in THF (100 ml) was added benzyl propiolate (38 g) over a period of 30 minutes with cooling. After the addition was complete the reaction was stirred at room temperature for 1.5 hours followed by concentration. The residue was taken up into Et2O (500 ml), washed with 10% HCl (2×100 ml), dried over MgSO4. filtered and concentrated. This material was subjected to hydrogenation with 10%Pd/C in methanol at 4 atm. The r... Conditions: time 1.5 hour. The reactants are C1OC2=C(C=CC=C2O1)O (2,3-methylenedioxyphenol), CN1CCOCC1 (N-methyl morpholine), C(C#C)(=O)OCC1=CC=CC=C1 (benzyl propiolate). The reactants are [Br-], CC#N, Cc1ccc(CO)s1, c1ccc([PH+](c2ccccc2)c2ccccc2)cc1. Product: [Br-], Cc1ccc(C[P+](c2ccccc2)(c2ccccc2)c2ccccc2)s1. Reaction SMILES: [Br-:9].[CH3:29][C:30]#[N:31].[OH:1][CH2:2][c:3]1[s:4][c:5]([CH3:8])[cH:6][cH:7]1.[c:10]1([PH+:16]([c:17]2[cH:18][cH:19][cH:20][cH:21][cH:22]2)[c:23]2[cH:24][cH:25][cH:26][cH:27][cH:28]2)[cH:11][cH:12][cH:13][cH:14][cH:15]1>>[Br-:9].[CH2:2]([c:3]1[s:4][c:5]([CH3:8])[cH:6][cH:7]1)[P+:16]([c:10]1[cH:11][cH:12][cH:13][cH:14][cH:15]1)([c:17]1[cH:18][cH:19][cH:20][cH:21][cH:22]1)[c:23]1[cH:24][cH:25][cH:26][cH:27][cH:28]1. Reactants: [OH-].[Na+] (sodium hydroxide), C(C)OC(=O)C1CC(C2=CC(=CC=C12)[N+](=O)[O-])=O ((R/S)-5-Nitro-3-oxo-indan-1-carboxylic acid ethyl ester), [Sn](Cl)Cl (tin (II) chloride), ice water. Solvent: C(C)O (ethanol). The product is C(C)OC(=O)C1CC(C2=CC(=CC=C12)N)=O ((R/S)-5-amino-3-oxo-indan-1-carboxylic acid ethyl ester). RXN SMILES: [CH2:1]([O:3][C:4]([CH:6]1[C:14]2[C:9](=[CH:10][C:11]([N+:15]([O-])=O)=[CH:12][CH:13]=2)[C:8](=[O:18])[CH2:7]1)=[O:5])[CH3:2].[Sn](Cl)Cl.[OH-].[Na+]>C(O)C>[CH2:1]([O:3][C:4]([CH:6]1[C:14]2[C:9](=[CH:10][C:11]([NH2:15])=[CH:12][CH:13]=2)[C:8](=[O:18])[CH2:7]1)=[O:5])[CH3:2] |f:2.3|. Procedure: (R/S)-5-Nitro-3-oxo-indan-1-carboxylic acid ethyl ester (3 g, 12 mmol) (Gadient, Fulvio; Suess, Rudolf. Indane carboxylic acids, DE 2505447) is added portionwise over 5 minutes to a stirred suspension of tin (II) chloride (13.9 g, 60.2 mmol) in ethanol (50 mL) at rt under nitrogen. The reaction is then refluxed for 30 min, cooled to rt, poured into ice water and the pH adjusted to 9 with 1M sodium hydroxide. The mixture is extracted with diethyl ether and then washed with brine, dried and concen...